This data is from the Open Reaction Database (ORD), a public repository of structured organic reaction records. The task is: describe an organic reaction: reactants, conditions, products, and yield Starting materials: COC1=CC=C(C=O)C=C1 (4-methoxybenzaldehyde), Cl.S(N)(=O)(=O)C1=CC=C(C=C1)NN (4-sulfamylphenyl-hydrazine hydrochloride). Product: S(N)(=O)(=O)C1=CC=C(C=C1)NN=CC1=CC=C(C=C1)OC (4-Methoxybenzaldehyde-4-sulfamylphenylhydrazone). Yield: 62.0%. RXN SMILES: [CH3:1][O:2][C:3]1[CH:10]=[CH:9][C:6]([CH:7]=O)=[CH:5][CH:4]=1.Cl.[S:12]([C:16]1[CH:21]=[CH:20][C:19]([NH:22][NH2:23])=[CH:18][CH:17]=1)(=[O:15])(=[O:14])[NH2:13]>>[S:12]([C:16]1[CH:17]=[CH:18][C:19]([NH:22][N:23]=[CH:7][C:6]2[CH:9]=[CH:10][C:3]([O:2][CH3:1])=[CH:4][CH:5]=2)=[CH:20][CH:21]=1)(=[O:15])(=[O:14])[NH2:13] |f:1.2|. Procedure: A solution of 4-methoxybenzaldehyde (5 mmol) and 4-sulfamylphenyl-hydrazine hydrochloride was to the General Procedure. The title compound, melting point 228–231° C., was obtained in 62% yield. The reactants are [OH-].[Na+] (NaOH), BrC1=CC=2CC3=CC(=CC=C3C2C=C1)Br (2,7-dibromofluorene), C(CCCCCCC)Br (n-octylbromide). The reagents and catalysts are [Br-].C(CCC)[N+](CCCC)(CCCC)CCCC (tetrabutyl ammonium bromide). Solvent: O (water), C1(=CC=CC=C1)C (toluene). Yields the product C(CCCCCCC)C1(C2=CC(=CC=C2C=2C=CC(=CC12)Br)Br)CCCCCCCC (9,9-dioctyl-2,7-dibromofluorene). Reaction SMILES: [Br:1][C:2]1[CH:14]=[CH:13][C:12]2[C:11]3[C:6](=[CH:7][C:8]([Br:15])=[CH:9][CH:10]=3)[CH2:5][C:4]=2[CH:3]=1.[CH2:16](Br)[CH2:17][CH2:18][CH2:19][CH2:20][CH2:21][CH2:22][CH3:23].[OH-].[Na+]>[Br-].C([N+](CCCC)(CCCC)CCCC)CCC.C1(C)C=CC=CC=1.O>[CH2:16]([C:5]1([CH2:13][CH2:14][CH2:2][CH2:3][CH2:4][CH2:12][CH2:11][CH3:10])[C:4]2[CH:3]=[C:2]([Br:1])[CH:14]=[CH:13][C:12]=2[C:11]2[C:6]1=[CH:7][C:8]([Br:15])=[CH:9][CH:10]=2)[CH2:17][CH2:18][CH2:19][CH2:20][CH2:21][CH2:22][CH3:23] |f:2.3,4.5|. Procedure: 1.25 g (3.85 mmol) of tetrabutyl ammonium bromide (TBAB) was added to a solution of 25 g (77 mmol) of 2,7-dibromofluorene and 36 g (185 mmol) of n-octylbromide in 100 mL of toluene, and a solution of 31 g (770 mmol) of NaOH in 50 mL of water was added and refluxed for 2 days. Reactants: B(Br)(Br)Br (boron tribromide), C1OC=2C=C(C=C3C(C4(CCC(C=C4CC3)=O)C)=O)C=CC2O1 (2-(3,4-methylenedioxybenzylidene)-3,4,8,8a-tetrahydro-8a-methyl-1,6(2H,7H)-naphthalenedione), C([O-])([O-])=O.[K+].[K+] (potassium carbonate), CO (methanol). Solvent: ClCCl (dichloromethane), O (water), ClCCl (dichloromethane). Yields the product OC=1C=C(C=C2C(C3(CCC(C=C3CC2)=O)C)=O)C=CC1O (2-(3,4-Dihydroxybenzylidene)-3,4,8,8a-tetrahydro-8a-methyl-1,6(2H,7H)-naphthalenedione), solid. The yield is 17.0%. Reaction SMILES: B(Br)(Br)Br.C1[O:27][C:26]2[CH:25]=[CH:24][C:9]([CH:10]=[C:11]3[CH2:20][CH2:19][C:18]4[C:13]([CH3:22])([CH2:14][CH2:15][C:16](=[O:21])[CH:17]=4)[C:12]3=[O:23])=[CH:8][C:7]=2[O:6]1.C(=O)([O-])[O-].[K+].[K+].CO>ClCCl.O>[OH:6][C:7]1[CH:8]=[C:9]([CH:24]=[CH:25][C:26]=1[OH:27])[CH:10]=[C:11]1[CH2:20][CH2:19][C:18]2[C:13]([CH3:22])([CH2:14][CH2:15][C:16](=[O:21])[CH:17]=2)[C:12]1=[O:23] |f:2.3.4|. Procedure: A solution of boron tribromide (0.28 ml, 0.003 mole) in dichloromethane (15.1) was added to a well stirred solution of 2-(3,4-methylenedioxybenzylidene)-3,4,8,8a-tetrahydro-8a-methyl-1,6(2H,7H)-naphthalenedione (9) (0.3 g, 0.001 mole) in dichloromethane (20 ml) containing potassium carbonate (1.0 g) at -78° C. under nitrogen. After 10 minutes the mixture was treated with methanol (1 ml) and poured into water. The organic phase was separated and dried (Na2SO4). The solvent was removed and the pro... Reaction SMILES: [C:1]([N:3]1[CH2:8][CH2:7][C:6]2([C:16]3[C:11](=[CH:12][CH:13]=[CH:14][CH:15]=3)[N:10]([C:17]3[CH:22]=[CH:21][CH:20]=[CH:19][C:18]=3[N+:23]([O-:25])=[O:24])[CH2:9]2)[CH2:5][CH2:4]1)#[N:2].[OH-:26].[Na+]>C(COC)OC.Cl>[C:1]([N:3]1[CH2:4][CH2:5][C:6]2([C:16]3[C:11](=[CH:12][CH:13]=[CH:14][CH:15]=3)[N:10]([C:17]3[CH:22]=[CH:21][CH:20]=[CH:19][C:18]=3[N+:23]([O-:25])=[O:24])[CH2:9]2)[CH2:7][CH2:8]1)(=[O:26])[NH2:2] |f:1.2|. Product: C(N)(=O)N1CCC2(CC1)CN(C1=CC=CC=C12)C1=C(C=CC=C1)[N+](=O)[O-] (1'-carbamoyl-1-(2-nitrophenyl)spiro[indoline-3,4'-piperidine]). The solvent is C(OC)COC (glyme), Cl (hydrochloric acid). Reported procedure: 9.93 g of 1'-cyano-1-(2-nitrophenyl)spiro[indoline-3,4'-piperidine] of Example 37 in 150 ml glyme and 100 ml 6 M aqueous hydrochloric acid is heated at reflux under nitrogen for 1.5 hours. The mixture is cooled to 0° C., made basic with 50% aqueous sodium hydroxide (40 ml) and concentrated. The residue is dissolved in hot chloroform, washed with saturated sodium chloride, dried over anhydrous magnesium sulfate and contrated to give a crude product. Recrystallization from hot dimethylsulfoxide-di... Starting materials: C(#N)N1CCC2(CC1)CN(C1=CC=CC=C12)C1=C(C=CC=C1)[N+](=O)[O-] (1'-cyano-1-(2-nitrophenyl)spiro[indoline-3,4'-piperidine]), [OH-].[Na+] (sodium hydroxide). Conditions: temperature 0 celsius.